This data is from the Open Reaction Database (ORD), a public repository of structured organic reaction records. The task is: describe an organic reaction: reactants, conditions, products, and yield The reactants are N1(CCNCC1)C1=CC(NC=N1)=O (6-piperazin-1-yl-3H-pyrimidin-4-one), N1(CCNCC1)C1=CC(NC=N1)=O (6-piperazin-1-yl-3H-pyrimidin-4-one), ClC=1C=CC(=C(C=O)C1)[N+](=O)[O-] (5-chloro-2-nitrobenzaldehyde). The product is ClC=1C=CC(=C(CN2CCN(CC2)C2=CC(NC=N2)=O)C1)[N+](=O)[O-] (6-[4-(5-Chloro-2-nitro-benzyl)-piperazin-1-yl]-3H -pyrimidin-4-one). Reaction SMILES: [N:1]1([C:7]2[N:12]=[CH:11][NH:10][C:9](=[O:13])[CH:8]=2)[CH2:6][CH2:5][NH:4][CH2:3][CH2:2]1.[Cl:14][C:15]1[CH:16]=[CH:17][C:18]([N+:23]([O-:25])=[O:24])=[C:19]([CH:22]=1)[CH:20]=O>>[Cl:14][C:15]1[CH:16]=[CH:17][C:18]([N+:23]([O-:25])=[O:24])=[C:19]([CH:22]=1)[CH2:20][N:4]1[CH2:5][CH2:6][N:1]([C:7]2[N:12]=[CH:11][NH:10][C:9](=[O:13])[CH:8]=2)[CH2:2][CH2:3]1. Reported procedure: 6-[4-(5-Chloro-2-nitro-benzyl)-piperazin-1-yl]-3H -pyrimidin-4-one was prepared using Procedure A from 6-piperazin-1-yl-3H-pyrimidin-4-one (Intermediate 4) and 5-chloro-2-nitrobenzaldehyde. Mass spectrum (ES) MH+=350. Starting materials: ClC1=C(C=C(C=C1)NC(C1=C(N=C(C=C1)C(F)(F)F)C)=O)C1=NC=C(C=C1)O (N-(4-chloro-3-(5-hydroxypyridin-2-yl)phenyl)-2-methyl-6-(trifluoromethyl)nicotinamide), ICC (iodoethane). Yields the product ClC1=C(C=C(C=C1)NC(C1=C(N=C(C=C1)C(F)(F)F)C)=O)C1=NC=C(C=C1)OCC (N-(4-chloro-3-(5-ethoxypyridin-2-yl)phenyl)-2-methyl-6-(trifluoromethyl)nicotinamide). RXN SMILES: [Cl:1][C:2]1[CH:7]=[CH:6][C:5]([NH:8][C:9](=[O:21])[C:10]2[CH:15]=[CH:14][C:13]([C:16]([F:19])([F:18])[F:17])=[N:12][C:11]=2[CH3:20])=[CH:4][C:3]=1[C:22]1[CH:27]=[CH:26][C:25]([OH:28])=[CH:24][N:23]=1.I[CH2:30][CH3:31]>>[Cl:1][C:2]1[CH:7]=[CH:6][C:5]([NH:8][C:9](=[O:21])[C:10]2[CH:15]=[CH:14][C:13]([C:16]([F:17])([F:19])[F:18])=[N:12][C:11]=2[CH3:20])=[CH:4][C:3]=1[C:22]1[CH:27]=[CH:26][C:25]([O:28][CH2:30][CH3:31])=[CH:24][N:23]=1. Procedure: N-(4-chloro-3-(5-hydroxypyridin-2-yl)phenyl)-2-methyl-6-(trifluoromethyl)nicotinamide (0.05 mmol) was used in Procedure L with excess iodoethane. Purified by silica gel chromatography (0-100% ethyl acetate/hexane) to yield N-(4-chloro-3-(5-ethoxypyridin-2-yl)phenyl)-2-methyl-6-(trifluoromethyl)nicotinamide as a white solid: TLC Rf=0.64 (50% ethyl acetate/hexanes); MS (Q1) 436 (M)+.